Task: describe an organic reaction: reactants, conditions, products, and yield. Dataset: the Open Reaction Database (ORD), a public repository of structured organic reaction records Reactants: FC1=C(C(=O)N)C=CC(=C1)C(F)(F)F (2-fluoro-4-(trifluoromethyl)benzamide), C(C(=O)Cl)(=O)Cl (oxalyl chloride). Solvent: C(CCl)Cl (EDC). Product: FC1=C(C(=O)N=C=O)C=CC(=C1)C(F)(F)F (2-fluoro-4-(trifluoromethyl)benzoyl isocyanate), product. As a reaction SMILES: [F:1][C:2]1[CH:10]=[C:9]([C:11]([F:14])([F:13])[F:12])[CH:8]=[CH:7][C:3]=1[C:4]([NH2:6])=[O:5].C(Cl)(=O)[C:16](Cl)=[O:17]>C(Cl)CCl>[F:1][C:2]1[CH:10]=[C:9]([C:11]([F:12])([F:13])[F:14])[CH:8]=[CH:7][C:3]=1[C:4]([N:6]=[C:16]=[O:17])=[O:5]. Procedure: The title compound was prepared according to the procedure described in step-2 of Intermediate-8 by using 2-fluoro-4-(trifluoromethyl)benzamide (0.200 g, 0.96 mmol), EDC (10 mL) and oxalyl chloride (0.1 mL, 1.15 mmol) to afford 0.200 g of the product. The reactants are O=C(Cl)COCc1ccccc1, Cl, CC(=O)NCCC1CCc2ccc(N)c(O)c21, O, c1ccncc1. Product: CC(=O)NCCC1CCc2ccc(NC(=O)COCc3ccccc3)c(O)c21. Reaction SMILES: [CH2:19]([c:20]1[cH:21][cH:22][cH:23][cH:24][cH:25]1)[O:26][CH2:27][C:28](=[O:29])[Cl:30].[ClH:1].[NH2:2][c:3]1[cH:4][cH:5][c:6]2[c:10]([c:11]1[OH:12])[CH:9]([CH2:13][CH2:14][NH:15][C:16]([CH3:17])=[O:18])[CH2:8][CH2:7]2.[OH2:31].[cH:32]1[cH:33][cH:34][n:35][cH:36][cH:37]1>>[NH:2]([c:3]1[cH:4][cH:5][c:6]2[c:10]([c:11]1[OH:12])[CH:9]([CH2:13][CH2:14][NH:15][C:16]([CH3:17])=[O:18])[CH2:8][CH2:7]2)[C:28]([CH2:27][O:26][CH2:19][c:20]1[cH:21][cH:22][cH:23][cH:24][cH:25]1)=[O:29].